This data is from the Open Reaction Database (ORD), a public repository of structured organic reaction records. The task is: describe an organic reaction: reactants, conditions, products, and yield The reactants are BrCc1ccc(Br)cc1, CN(C)C=O, [H-], [Na+], O=C(C1CCN(c2ccncc2)CC1)N1CCNCC1. Product: O=C(C1CCN(c2ccncc2)CC1)N1CCN(Cc2ccc(Br)cc2)CC1. RXN SMILES: [Br:23][c:24]1[cH:25][cH:26][c:27]([CH2:28][Br:29])[cH:30][cH:31]1.[CH3:32][N:33]([CH3:34])[CH:35]=[O:36].[H-:21].[Na+:22].[n:1]1[cH:2][cH:3][c:4]([N:7]2[CH2:8][CH2:9][CH:10]([C:13](=[O:14])[N:15]3[CH2:16][CH2:17][NH:18][CH2:19][CH2:20]3)[CH2:11][CH2:12]2)[cH:5][cH:6]1>>[n:1]1[cH:2][cH:3][c:4]([N:7]2[CH2:8][CH2:9][CH:10]([C:13](=[O:14])[N:15]3[CH2:16][CH2:17][N:18]([CH2:28][c:27]4[cH:26][cH:25][c:24]([Br:23])[cH:31][cH:30]4)[CH2:19][CH2:20]3)[CH2:11][CH2:12]2)[cH:5][cH:6]1. Reactants: COC(=O)CO, C1CCOC1, O=Cc1ccc(O)cc1, c1ccc(P(c2ccccc2)c2ccccc2)cc1. Product: COC(=O)COc1ccc(C=O)cc1. Reaction SMILES: [C:10]([CH2:11][OH:12])(=[O:13])[O:14][CH3:15].[O:35]1[CH2:36][CH2:37][CH2:38][CH2:39]1.[OH:1][c:2]1[cH:3][cH:4][c:5]([CH:6]=[O:7])[cH:8][cH:9]1.[c:16]1([P:17]([c:18]2[cH:19][cH:20][cH:21][cH:22][cH:23]2)[c:24]2[cH:25][cH:26][cH:27][cH:28][cH:29]2)[cH:30][cH:31][cH:32][cH:33][cH:34]1>>[O:1]([c:2]1[cH:3][cH:4][c:5]([CH:6]=[O:7])[cH:8][cH:9]1)[CH2:11][C:10](=[O:13])[O:14][CH3:15]. Reactants: C(C)(=O)OCC1=C(C=C(C(=O)OC)C=C1)C (methyl 4-[(acetyloxy)methyl]-3-methylbenzoate), C[O-].[Na+] (sodium methoxide). Run in CO (methanol), CO (methanol). Conditions: temperature 50 celsius, time 30 minute. Yields the product OCC1=C(C=C(C(=O)OC)C=C1)C (methyl 4-(hydroxymethyl)-3-methylbenzoate). The yield is 97.4%. As a reaction SMILES: C([O:4][CH2:5][C:6]1[CH:15]=[CH:14][C:9]([C:10]([O:12][CH3:13])=[O:11])=[CH:8][C:7]=1[CH3:16])(=O)C.C[O-].[Na+]>CO>[OH:4][CH2:5][C:6]1[CH:15]=[CH:14][C:9]([C:10]([O:12][CH3:13])=[O:11])=[CH:8][C:7]=1[CH3:16] |f:1.2|. Reported procedure: 1.00 g of methyl 4-[(acetyloxy)methyl]-3-methylbenzoate was dissolved in 10 mL of methanol, to which a solution of 0.365 g of sodium methoxide in 7 mL of methanol was added dropwise at 5 to 7° C., and this solution was stirred for 30 minutes at 50° C. The reaction mixture was concentrated under reduced pressure, followed by successive addition of ethyl acetate and water, and then the organic phase was separated therefrom. After the resultant organic phase was washed with water and a saturated so... Starting materials: O1CCOCC1 (dioxane), aqueous solution, Cl (hydrogen chloride), CC(C)C1=CC=C(C=C1)C1=NN(C2=CC=C(C=C12)C#N)C1OCCCC1 (3-[4-(methylethyl)phenyl]-1-perhydro-2H-pyran-2-yl-1H-indazole-5-carbonitrile), N(=[N+]=[N-])[Sn](CCCC)(CCCC)CCCC (azidotributyl tin), compound 167. Run in [OH-].[Na+] (sodium hydroxide), C1(=CC=CC=C1)C (toluene). The product is CC(C)C1=CC=C(C=C1)C1=NNC2=CC=C(C=C12)C=1N=NNN1 (5-{3-[4-(Methylethyl)phenyl]-1H-indazol-5-yl}-2H-1,2,3,4-tetrazole). Yield: 80.0%. As a reaction SMILES: [CH3:1][CH:2]([C:4]1[CH:9]=[CH:8][C:7]([C:10]2[C:18]3[C:13](=[CH:14][CH:15]=[C:16]([C:19]#[N:20])[CH:17]=3)[N:12](C3CCCCO3)[N:11]=2)=[CH:6][CH:5]=1)[CH3:3].[N:27]([Sn](CCCC)(CCCC)CCCC)=[N+:28]=[N-:29].O1CCOCC1.Cl>C1(C)C=CC=CC=1.[OH-].[Na+]>[CH3:1][CH:2]([C:4]1[CH:5]=[CH:6][C:7]([C:10]2[C:18]3[C:13](=[CH:14][CH:15]=[C:16]([C:19]4[N:20]=[N:27][NH:28][N:29]=4)[CH:17]=3)[NH:12][N:11]=2)=[CH:8][CH:9]=1)[CH3:3] |f:5.6|. Procedure: The title compound was prepared from 3-[4-(methylethyl)phenyl]-1-perhydro-2H-pyran-2-yl-1H-indazole-5-carbonitrile (0.095 g, 0.307 mmol), azidotributyl tin (0.744 g, 0.689 mL, 2.33 mmol) in toluene (10 mL) as described for the preparation of compound 167. Deprotection was effected by treating a dioxane solution (5 mL) with 5 mL of 6.0 N aqueous solution of hydrogen chloride. The solid obtained upon completion of the reaction was partially dissolved in 2.0 N aqueous sodium hydroxide and was extra... The reactants are FC=1C=C(C(=O)[C@H]2CN(CCC2)C(=O)OC(C)(C)C)C=C(C1)C ((R)-tert-butyl 3-(3-fluoro-5-methylbenzoyl)piperidine-1-carboxylate), [BH4-].[Na+] (NaBH4). Solvent: CO (MeOH). Conditions: time 8 hour. Product: FC=1C=C(C=C(C1)C)[C@@H]([C@H]1CN(CCC1)C(=O)OC(C)(C)C)O ((R)-tert-butyl 3-((R)-(3-fluoro-5-methylphenyl)(hydroxy)methyl)piperidine-1-carboxylate). Isolated yield 42.6%. As a reaction SMILES: [F:1][C:2]1[CH:3]=[C:4]([CH:20]=[C:21]([CH3:23])[CH:22]=1)[C:5]([C@@H:7]1[CH2:12][CH2:11][CH2:10][N:9]([C:13]([O:15][C:16]([CH3:19])([CH3:18])[CH3:17])=[O:14])[CH2:8]1)=[O:6].[BH4-].[Na+]>CO>[F:1][C:2]1[CH:3]=[C:4]([C@H:5]([OH:6])[C@@H:7]2[CH2:12][CH2:11][CH2:10][N:9]([C:13]([O:15][C:16]([CH3:18])([CH3:17])[CH3:19])=[O:14])[CH2:8]2)[CH:20]=[C:21]([CH3:23])[CH:22]=1 |f:1.2|. Procedure: To a solution of (R)-tert-butyl 3-(3-fluoro-5-methylbenzoyl)piperidine-1-carboxylate (1.7 g, 5.3 mmol) in MeOH (30 mL), NaBH4 (1.61 g, 42.3 mmol) was added in portions and stirred overnight. The reaction was quenched with the addition of water (50 mL) and evaporated in vacuo until MeOH was removed. The aqueous layer was extracted with EA, washed with brine and dried over Na2SO4. The crude product was purified by chromatography to give (R)-tert-butyl 3-((R)-(3-fluoro-5-methylphenyl)(hydroxy)methy...